From a dataset of the Open Reaction Database (ORD), a public repository of structured organic reaction records. describe an organic reaction: reactants, conditions, products, and yield Starting materials: C1CCOC1, ClC(Cl)Cl, Oc1ccc(F)cc1, N, CCOC(=O)N=NC(=O)OCC, CC(C)C(=O)Nc1cccc(C2CCN(CCC(O)c3ccccc3)CC2)c1, c1ccc(P(c2ccccc2)c2ccccc2)cc1. The product is CC(C)C(=O)Nc1cccc(C2CCN(CCC(Oc3ccc(F)cc3)c3ccccc3)CC2)c1. Reaction SMILES: [CH2:69]1[O:70][CH2:71][CH2:72][CH2:73]1.[Cl:74][CH:75]([Cl:76])[Cl:77].[F:29][c:30]1[cH:31][cH:32][c:33]([OH:36])[cH:34][cH:35]1.[NH3:68].[O:56]=[C:57]([O:58][CH2:59][CH3:60])[N:61]=[N:62][C:63]([O:64][CH2:65][CH3:66])=[O:67].[OH:1][CH:2]([CH2:3][CH2:4][N:5]1[CH2:6][CH2:7][CH:8]([c:11]2[cH:12][c:13]([NH:17][C:18]([CH:19]([CH3:20])[CH3:21])=[O:22])[cH:14][cH:15][cH:16]2)[CH2:9][CH2:10]1)[c:23]1[cH:24][cH:25][cH:26][cH:27][cH:28]1.[c:37]1([P:38]([c:39]2[cH:40][cH:41][cH:42][cH:43][cH:44]2)[c:45]2[cH:46][cH:47][cH:48][cH:49][cH:50]2)[cH:51][cH:52][cH:53][cH:54][cH:55]1>>[O:1]([CH:2]([CH2:3][CH2:4][N:5]1[CH2:6][CH2:7][CH:8]([c:11]2[cH:12][c:13]([NH:17][C:18]([CH:19]([CH3:20])[CH3:21])=[O:22])[cH:14][cH:15][cH:16]2)[CH2:9][CH2:10]1)[c:23]1[cH:24][cH:25][cH:26][cH:27][cH:28]1)[c:33]1[cH:32][cH:31][c:30]([F:29])[cH:35][cH:34]1. The reactants are C(C)O (ethanol), C(C)(=O)O (acetic acid), [Br-].[Br-].[Br-].[NH+]1=CC=CC=C1.[NH+]1=CC=CC=C1.[NH+]1=CC=CC=C1 (pyridinium tribromide), C(C)(=O)O (acetic acid), COC=1C=C(C=CC1OC)C1=C2C=CNC2=CC=C1 (4-(3,4-dimethoxy-phenyl)-1H-indole). The reagents and catalysts are [Zn] (Zinc). Solvent: O (water), CC(C)(C)O (t-BuOH). Conditions: time 3 hour. The product is COC=1C=C(C=CC1OC)C1=C2CC(NC2=CC=C1)=O (4-(3,4-dimethoxy-phenyl)-1,3-dihydro-indol-2-one). The yield is 65.0%. RXN SMILES: [CH3:1][O:2][C:3]1[CH:4]=[C:5]([C:11]2[CH:19]=[CH:18][CH:17]=[C:16]3[C:12]=2[CH:13]=[CH:14][NH:15]3)[CH:6]=[CH:7][C:8]=1[O:9][CH3:10].C([OH:22])C.C(O)(=O)C.[Br-].[Br-].[Br-].[NH+]1C=CC=CC=1.[NH+]1C=CC=CC=1.[NH+]1C=CC=CC=1>CC(O)(C)C.[Zn].O>[CH3:1][O:2][C:3]1[CH:4]=[C:5]([C:11]2[CH:19]=[CH:18][CH:17]=[C:16]3[C:12]=2[CH2:13][C:14](=[O:22])[NH:15]3)[CH:6]=[CH:7][C:8]=1[O:9][CH3:10] |f:3.4.5.6.7.8|. Reported procedure: To the suspension of 4-(3,4-dimethoxy-phenyl)-1H-indole (14.7 g, 58 mmol) in t-BuOH: ethanol: acetic acid (367 mL: 217 mL: 113 mL) was added pyridinium tribromide (55.68 g, 174 mmol) portionwise. The mixture was stirred at room temperature for 3 hours, and then to the mixture was added more acetic acid (287 mL). Zinc dust (18.95 g, 290 mmol) was added to the reaction mixture portionwise. After stirring for one hour, water was added to the reaction. The unreacted zinc was filtered off and most of...